Dataset: the Open Reaction Database (ORD), a public repository of structured organic reaction records. Task: describe an organic reaction: reactants, conditions, products, and yield Starting materials: CN(C)C=O, O=C(O)c1ccc([N+](=O)[O-])c(F)c1, O=S(Cl)Cl, c1ccccc1. Product: O=C(c1ccccc1)c1ccc([N+](=O)[O-])c(F)c1. Reaction SMILES: [CH3:24][N:25]([CH3:26])[CH:27]=[O:28].[F:1][c:2]1[cH:3][c:4]([C:5](=[O:6])[OH:7])[cH:8][cH:9][c:10]1[N+:11](=[O:12])[O-:13].[S:20]([Cl:21])([Cl:22])=[O:23].[cH:14]1[cH:15][cH:16][cH:17][cH:18][cH:19]1>>[F:1][c:2]1[cH:3][c:4]([C:5](=[O:7])[c:14]2[cH:15][cH:16][cH:17][cH:18][cH:19]2)[cH:8][cH:9][c:10]1[N+:11](=[O:12])[O-:13].